This data is from the Open Reaction Database (ORD), a public repository of structured organic reaction records. The task is: describe an organic reaction: reactants, conditions, products, and yield Reactants: C[O-].[Na+] (Sodium methoxide), CC(C)(C)C1=CC=C(C=C1)S(=O)(=O)NC2=C(C(=NC(=N2)C3=NC=CC=N3)OCCO)OC4=CC=CC=C4OC.O (bosentan monohydrate). Solvent: CO (methanol), C(C)(=O)OCC (ethyl acetate). Conditions: time 3 hour. Product: CC(C)(C)C=1C=CC(=CC1)S(=O)(=O)[N-]C=2C(=C(N=C(N2)C=3N=CC=CN3)OCCO)OC=4C=CC=CC4OC.[Na+] (Bosentan Sodium). As a reaction SMILES: C[O-].[Na+:3].[CH3:4][C:5]([C:8]1[CH:13]=[CH:12][C:11]([S:14]([NH:17][C:18]2[N:23]=[C:22]([C:24]3[N:29]=[CH:28][CH:27]=[CH:26][N:25]=3)[N:21]=[C:20]([O:30][CH2:31][CH2:32][OH:33])[C:19]=2[O:34][C:35]2[C:40]([O:41][CH3:42])=[CH:39][CH:38]=[CH:37][CH:36]=2)(=[O:16])=[O:15])=[CH:10][CH:9]=1)([CH3:7])[CH3:6].O>CO.C(OCC)(=O)C>[CH3:7][C:5]([C:8]1[CH:13]=[CH:12][C:11]([S:14]([N-:17][C:18]2[C:19]([O:34][C:35]3[CH:36]=[CH:37][CH:38]=[CH:39][C:40]=3[O:41][CH3:42])=[C:20]([O:30][CH2:31][CH2:32][OH:33])[N:21]=[C:22]([C:24]3[N:25]=[CH:26][CH:27]=[CH:28][N:29]=3)[N:23]=2)(=[O:15])=[O:16])=[CH:10][CH:9]=1)([CH3:4])[CH3:6].[Na+:3] |f:0.1,2.3,6.7|. Reported procedure: Sodium methoxide solution (30% methanolic solution) was added to a mixture of bosentan monohydrate (10 g) in methanol (20 mL) and ethyl acetate (80 mL). The reaction mixture was stirred for 3 hours and the solid was filtered, washed with ethyl acetate (20 mL) and dried at hot air oven at 50° C. to 55° C. to obtain the title compound. Starting materials: O=C([O-])O, Cc1cc(C)c(C(=O)OC(C)(C)C)cc1B1OC(C)(C)C(C)(C)O1, C1COCCO1, CCOC(C)=O, Nc1nc(Cl)cc(Cl)n1, [Na+], O. Yields the product Cc1cc(C)c(-c2cc(Cl)nc(N)n2)cc1C(=O)OC(C)(C)C. As a reaction SMILES: [C:10](=[O:11])([OH:12])[O-:13].[C:16]([CH3:17])([CH3:18])([CH3:19])[O:20][C:21]([c:22]1[c:23]([CH3:38])[cH:24][c:25]([CH3:37])[c:26]([B:28]2[O:29][C:30]([CH3:31])([CH3:32])[C:33]([CH3:34])([CH3:35])[O:36]2)[cH:27]1)=[O:39].[CH2:40]1[O:41][CH2:42][CH2:43][O:44][CH2:45]1.[CH3:46][CH2:47][O:48][C:49](=[O:50])[CH3:51].[NH2:1][c:2]1[n:3][c:4]([Cl:9])[cH:5][c:6]([Cl:8])[n:7]1.[Na+:14].[OH2:15]>>[NH2:1][c:2]1[n:3][c:4](-[c:26]2[c:25]([CH3:37])[cH:24][c:23]([CH3:38])[c:22]([C:21]([O:20][C:16]([CH3:17])([CH3:18])[CH3:19])=[O:39])[cH:27]2)[cH:5][c:6]([Cl:8])[n:7]1. Starting materials: CI, Clc1ccc2[nH]ccc2c1, [H-], [Na+], CN(C)C=O, O. Yields the product Cn1ccc2cc(Cl)ccc21. As a reaction SMILES: [CH3:13][I:14].[Cl:1][c:2]1[cH:3][c:4]2[cH:5][cH:6][nH:7][c:8]2[cH:9][cH:10]1.[H-:11].[Na+:12].[O:16]=[CH:17][N:18]([CH3:19])[CH3:20].[OH2:15]>>[Cl:1][c:2]1[cH:3][c:4]2[cH:5][cH:6][n:7]([CH3:13])[c:8]2[cH:9][cH:10]1. Reactants: CC(C)(C)[Si](OCc1ccnc(-c2ccc(C(CC3CCOCC3)c3ccc(S(C)(=O)=O)cc3)[nH]2)c1)(c1ccccc1)c1ccccc1, CCCC[N+](CCCC)(CCCC)CCCC, CCOC(C)=O, [F-], C1CCOC1. The product is CS(=O)(=O)c1ccc(C(CC2CCOCC2)c2ccc(-c3cc(CO)ccn3)[nH]2)cc1. Reaction SMILES: [C:1]([Si:2]([c:3]1[cH:4][cH:5][cH:37][cH:38][cH:39]1)([O:6][CH2:7][c:8]1[cH:9][c:10](-[c:14]2[nH:15][c:16]([CH:19]([CH2:20][CH:21]3[CH2:22][CH2:23][O:24][CH2:25][CH2:26]3)[c:27]3[cH:28][cH:29][c:30]([S:33](=[O:34])(=[O:35])[CH3:36])[cH:31][cH:32]3)[cH:17][cH:18]2)[n:11][cH:12][cH:13]1)[c:40]1[cH:41][cH:42][cH:43][cH:44][cH:45]1)([CH3:46])([CH3:47])[CH3:48].[CH3:50][CH2:51][CH2:52][CH2:53][N+:54]([CH2:55][CH2:56][CH2:57][CH3:58])([CH2:59][CH2:60][CH2:61][CH3:62])[CH2:63][CH2:64][CH2:65][CH3:66].[CH3:72][CH2:73][O:74][C:75](=[O:76])[CH3:77].[F-:49].[O:67]1[CH2:68][CH2:69][CH2:70][CH2:71]1>>[OH:6][CH2:7][c:8]1[cH:9][c:10](-[c:14]2[nH:15][c:16]([CH:19]([CH2:20][CH:21]3[CH2:22][CH2:23][O:24][CH2:25][CH2:26]3)[c:27]3[cH:28][cH:29][c:30]([S:33](=[O:34])(=[O:35])[CH3:36])[cH:31][cH:32]3)[cH:17][cH:18]2)[n:11][cH:12][cH:13]1. Reactants: solid, C(C1=CC=CC=C1)N1C[C@@H]2CCC(C[C@H]2CC1)(O)C1=CC=C(C=C1)F (Trans-2-Benzyl-6(4'-fluorophenyl)-6-hydroxydecahydroisoquinoline), C(=O)[O-].[NH4+] (ammonium formate). The reagents and catalysts are [Pd] (palladium on charcoal). The solvent is CO (methanol). Product: FC1=CC=C(C=C1)C1(C[C@H]2CCNC[C@@H]2CC1)O (Trans-6-(4'-fluorophenyl)-6-hydroxydecahydroisoquinoline). As a reaction SMILES: C([N:8]1[CH2:17][CH2:16][C@H:15]2[C@@H:10]([CH2:11][CH2:12][C:13]([C:19]3[CH:24]=[CH:23][C:22]([F:25])=[CH:21][CH:20]=3)([OH:18])[CH2:14]2)[CH2:9]1)C1C=CC=CC=1.C([O-])=O.[NH4+]>[Pd].CO>[F:25][C:22]1[CH:21]=[CH:20][C:19]([C:13]2([OH:18])[CH2:12][CH2:11][C@@H:10]3[C@H:15]([CH2:16][CH2:17][NH:8][CH2:9]3)[CH2:14]2)=[CH:24][CH:23]=1 |f:1.2|. Procedure details: Following the general procedure described in Example 9, Part A, the product of Example 18 (1.0 g, 2.9 mmol), 10% palladium on charcoal (1.0 g), and ammonium formate (2 g) were reacted in methanol (75 mL) to afford the product, a white solid (0.6 g): mp 174°-175° C.; NMR (CDCl3, 300 MHz): 7.5-7.4 (m, 2H), 7.1-6.9 (m, 2H), 3.2-3.0 (m, 2H), 2.8-2.6 (m, 1H), 2.4-2.3 (m, 1H), 2.0-1.0 (m, 25H); MS:249; Anal. Calcd for C15H20FNO.3H2O:C, 70.73, H, 8.23, N, 5.50, F, 7.45; Found: C, 70.82, 70.89, H, 8.10,...